Task: describe an organic reaction: reactants, conditions, products, and yield. Dataset: the Open Reaction Database (ORD), a public repository of structured organic reaction records Reactants: ClC=1C=C(NC2=NC=NC3=CC(=C(C=C23)[N+](=O)[O-])F)C=C(C1)F (4-(3-chloro-5-fluoroanilino )-7-fluoro-6-nitroquinazoline), N1(CCOCC1)CCCO (3-morpholin-4-yl-propan-1-ol), C(C)(C)(C)O (tert.-butyl alcohol). The product is C(C)(C)(C)OC(C)(C)C (tert.-butyl ether). RXN SMILES: ClC1C=C(C=C(F)C=1)N[C:6]1[C:15]2[C:10](=CC(F)=C([N+]([O-])=O)[CH:14]=2)N=CN=1.N1(CCCO)CCOCC1.[C:34]([OH:38])([CH3:37])([CH3:36])[CH3:35]>>[C:34]([O:38][C:15]([CH3:14])([CH3:6])[CH3:10])([CH3:37])([CH3:36])[CH3:35]. Procedure: This reaction was all the more surprising since the tert.-butyl alcohol present in the reaction mixture does not react with (V) in an analogous manner to the 3-morpholin-4-yl-propan-1 -ol (VI) to give the corresponding tert.-butyl ether. Reported procedure: A solution of iodine (2.27 g) in THF (27.9 mL) was added dropwise at 0° C. to a mixture of sodium borohydride (818 mg) in dry THF (45 mL) within 40 min. At this temperature, a solution of 3-benzyl-3-aza-bicyclo[3.1.0]hexane-2,4-dione (750 mg) in THF (11.1 mL) was then added dropwise. Then the reaction mixture was heated for 6 h under reflux. The mixture was cooled to 0° C., and 3N HCl was carefully added. Then the reaction solution was neutralized with 2N sodium hydroxide solution. The aqueous p... The solvent is C1CCOC1 (THF), C1CCOC1 (THF), C1CCOC1 (THF). Starting materials: II (iodine), [BH4-].[Na+] (sodium borohydride), Cl (HCl), C(C1=CC=CC=C1)N1C(C2CC2C1=O)=O (3-benzyl-3-aza-bicyclo[3.1.0]hexane-2,4-dione), [OH-].[Na+] (sodium hydroxide). Product: C(C1=CC=CC=C1)N1CC2CC2C1 (3-Benzyl-3-aza-bicyclo[3.1.0]hexane). Conditions: temperature 0 celsius. As a reaction SMILES: II.[BH4-].[Na+].[CH2:5]([N:12]1[C:17](=O)[CH:16]2[CH:14]([CH2:15]2)[C:13]1=O)[C:6]1[CH:11]=[CH:10][CH:9]=[CH:8][CH:7]=1.Cl.[OH-].[Na+]>C1COCC1>[CH2:5]([N:12]1[CH2:13][CH:14]2[CH:16]([CH2:15]2)[CH2:17]1)[C:6]1[CH:7]=[CH:8][CH:9]=[CH:10][CH:11]=1 |f:1.2,5.6|. The reactants are BrC=1C=C(C(=NC1)OC)C1=C(C=O)C=C(C=C1)C(F)(F)F (2-(5-Bromo-2-methoxy-pyridin-3-yl)-5-trifluoromethyl-benzaldehyde), C(C1=CC=CC=C1)N (benzylamine). Product: C(C1=CC=CC=C1)NCC1=C(C=CC(=C1)C(F)(F)F)C=1C(=NC=C(C1)Br)OC (benzyl-[2-(5-bromo-2-methoxy-pyridin-3-yl)-5-trifluoromethyl-benzyl]-amine). As a reaction SMILES: [Br:1][C:2]1[CH:3]=[C:4]([C:10]2[CH:17]=[CH:16][C:15]([C:18]([F:21])([F:20])[F:19])=[CH:14][C:11]=2[CH:12]=O)[C:5]([O:8][CH3:9])=[N:6][CH:7]=1.[CH2:22]([NH2:29])[C:23]1[CH:28]=[CH:27][CH:26]=[CH:25][CH:24]=1>>[CH2:22]([NH:29][CH2:12][C:11]1[CH:14]=[C:15]([C:18]([F:21])([F:20])[F:19])[CH:16]=[CH:17][C:10]=1[C:4]1[C:5]([O:8][CH3:9])=[N:6][CH:7]=[C:2]([Br:1])[CH:3]=1)[C:23]1[CH:28]=[CH:27][CH:26]=[CH:25][CH:24]=1. Reported procedure: 2-(5-Bromo-2-methoxy-pyridin-3-yl)-5-trifluoromethyl-benzaldehyde and benzylamine were reacted as described in Example 17, Step 1 to provide benzyl-[2-(5-bromo-2-methoxy-pyridin-3-yl)-5-trifluoromethyl-benzyl]-amine.